Dataset: the Open Reaction Database (ORD), a public repository of structured organic reaction records. Task: describe an organic reaction: reactants, conditions, products, and yield The reactants are CN(C(=O)n1cc[n+](C)c1)C1CCCCC1, Oc1ccc(Oc2ccc(C(F)(F)F)cn2)cc1, [I-]. Yields the product CN(C(=O)Oc1ccc(Oc2ccc(C(F)(F)F)cn2)cc1)C1CCCCC1. Reaction SMILES: [CH:20]1([N:26]([C:27](=[O:28])[n:29]2[cH:30][cH:31][n+:32]([CH3:33])[cH:34]2)[CH3:35])[CH2:21][CH2:22][CH2:23][CH2:24][CH2:25]1.[F:1][C:2]([c:3]1[cH:4][cH:5][c:6]([O:9][c:10]2[cH:11][cH:12][c:13]([OH:16])[cH:14][cH:15]2)[n:7][cH:8]1)([F:17])[F:18].[I-:19]>>[F:1][C:2]([c:3]1[cH:4][cH:5][c:6]([O:9][c:10]2[cH:11][cH:12][c:13]([O:16][C:27]([N:26]([CH:20]3[CH2:21][CH2:22][CH2:23][CH2:24][CH2:25]3)[CH3:35])=[O:28])[cH:14][cH:15]2)[n:7][cH:8]1)([F:17])[F:18]. Starting materials: COC(=O)C1=CC=2N(C=C1)C(=C(N2)C2=CC=C(C=C2)C2(CCC2)NC(=O)OC(C)(C)C)C2=CC=CC=C2 (2-[4-(1-tert-butoxycarbonylamino-cyclobutyl)-phenyl]-3-phenyl-imidazo[1,2-a]pyridine-7-carboxylic acid methyl ester), [OH-].[Na+] (NaOH). The solvent is CO (MeOH), O (water). Conditions: time 12 hour. The product is C(C)(C)(C)OC(=O)NC1(CCC1)C1=CC=C(C=C1)C=1N=C2N(C=CC(=C2)C(=O)O)C1C1=CC=CC=C1 (2-[4-(1-tert-butoxycarbonylamino-cyclobutyl)-phenyl]-3-phenyl-imidazo[1,2-a]pyridine-7-carboxylic acid). Isolated yield 107.9%. RXN SMILES: C[O:2][C:3]([C:5]1[CH:10]=[CH:9][N:8]2[C:11]([C:32]3[CH:37]=[CH:36][CH:35]=[CH:34][CH:33]=3)=[C:12]([C:14]3[CH:19]=[CH:18][C:17]([C:20]4([NH:24][C:25]([O:27][C:28]([CH3:31])([CH3:30])[CH3:29])=[O:26])[CH2:23][CH2:22][CH2:21]4)=[CH:16][CH:15]=3)[N:13]=[C:7]2[CH:6]=1)=[O:4].[OH-].[Na+]>CO.O>[C:28]([O:27][C:25]([NH:24][C:20]1([C:17]2[CH:16]=[CH:15][C:14]([C:12]3[N:13]=[C:7]4[CH:6]=[C:5]([C:3]([OH:4])=[O:2])[CH:10]=[CH:9][N:8]4[C:11]=3[C:32]3[CH:37]=[CH:36][CH:35]=[CH:34][CH:33]=3)=[CH:19][CH:18]=2)[CH2:21][CH2:22][CH2:23]1)=[O:26])([CH3:31])([CH3:29])[CH3:30] |f:1.2|. Reported procedure: A solution of 2-[4-(1-tert-butoxycarbonylamino-cyclobutyl)-phenyl]-3-phenyl-imidazo[1,2-a]pyridine-7-carboxylic acid methyl ester (2.30 g, 4.60 mmol) in MeOH (77 mL) was added a solution of NaOH (3.7 g, 9.24 mmol, 2.0 equiv) in water (15 mL). The resulting mixture was stirred at room temperature for 12 h. The resulting clear solution was concentrated under pressure. The remaining material was treated with water (50 mL), made acidic with an aqueous 2N HCl solution, and extracted with a 4:1 CH2Cl2...